From a dataset of the Open Reaction Database (ORD), a public repository of structured organic reaction records. describe an organic reaction: reactants, conditions, products, and yield Reactants: C(C)(=O)OC(C=O)C (α-acetoxypropionaldehyde), C1(CCCCC1)NC(CC(=O)C)=O (acetoacetic cyclohexylamide), OS(=O)(=O)O (H2SO4). Solvent: C1(=CC=CC=C1)C (toluene). Product: 41, C1(CCCCC1)NC(=O)C1=C(OC(=C1)C)C (2,5-dimethylfuran-3-carboxylic cyclohexylamide). As a reaction SMILES: [C:1]([O:4][CH:5]([CH3:8])[CH:6]=O)(=O)[CH3:2].[CH:9]1([NH:15][C:16](=[O:21])[CH2:17]C(C)=O)[CH2:14][CH2:13][CH2:12][CH2:11][CH2:10]1.OS(O)(=O)=O>C1(C)C=CC=CC=1>[CH:9]1([NH:15][C:16]([C:17]2[CH:6]=[C:5]([CH3:8])[O:4][C:1]=2[CH3:2])=[O:21])[CH2:14][CH2:13][CH2:12][CH2:11][CH2:10]1. Reported procedure: 24 parts (by weight) of α-acetoxypropionaldehyde is stirred with 36.6 parts of acetoacetic cyclohexylamide and 1 part of concentrated H2SO4 in 100 parts of toluene for 3 hours at 50° C. After the mixture has been cooled to room temperature it is washed with sodium hydrogen carbonate. The organic phase is dried with Na2SO4 and concentrated to dryness. There is obtained 41 parts of 2,5-dimethylfuran-3-carboxylic cyclohexylamide having a melting point of 111° to 113° C. After recrystallization from... Reactants: Brc1cncc(Br)c1, COc1ccc([O-])cc1, CN(C)C=O, COc1ccc(Oc2cncc(N3CCC4(CCCN4)C3)c2)cc1, [Na+]. Product: COc1ccc(Oc2cncc(Br)c2)cc1. RXN SMILES: [Br:1][c:2]1[cH:3][n:4][cH:5][c:6]([Br:7])[cH:8]1.[CH3:33][O:34][c:35]1[cH:36][cH:37][c:38]([O-:39])[cH:40][cH:41]1.[CH3:43][N:44]([CH3:45])[CH:46]=[O:47].[CH3:9][O:10][c:11]1[cH:12][cH:13][c:14]([O:15][c:16]2[cH:17][c:18]([N:19]3[CH2:20][CH2:21][C:22]4([NH:23][CH2:24][CH2:25][CH2:26]4)[CH2:27]3)[cH:28][n:29][cH:30]2)[cH:31][cH:32]1.[Na+:42]>>[c:2]1([O:15][c:14]2[cH:13][cH:12][c:11]([O:10][CH3:9])[cH:32][cH:31]2)[cH:3][n:4][cH:5][c:6]([Br:7])[cH:8]1. Starting materials: [OH-].[Na+] (sodium hydroxide), O=O (Oxygen), [Si](O)(O)(O)O (silicic acid). The product is [Si]([O-])([O-])([O-])[O-].[Na+].[Na+].[Na+].[Na+] (sodium silicate), [Si](=O)=O (silicon dioxide). Reaction SMILES: O=O.[Si:3]([OH:7])([OH:6])([OH:5])[OH:4].[OH-].[Na+:9]>>[Si:3]([O-:7])([O-:6])([O-:5])[O-:4].[Na+:9].[Na+:9].[Na+:9].[Na+:9].[Si:3](=[O:5])=[O:4] |f:2.3,4.5.6.7.8|. Reported procedure: Oxygen cleaning agent according to the invention was made as follows: a highly concentrated sodium silicate solution was prepared by reacting 45.4 kilograms of 99.9% silicic acid with 93.0 kilograms of 50% sodium hydroxide solution at 104.4° C. to 126.7° C. This temperature was maintained for four hours under reflux conditions not allowing the temperature to exceed 126.7° C. This material was then quenched with 68.0 kilograms of ASTM D1193 Type 1 demineralized water. Two hundred and twenty five ... Reactants: S([C@H]1[C@H](O)[C@@H](O)[C@H](O)CS1)C1=CC=C(C=C1)[N+](=O)[O-] (4-nitrophenyl 1,5-dithio-β-D-xylopyranoside). The reagents and catalysts are [Pd] (palladium-on-charcoal), [Pd] (palladium-on-charcoal). Solvent: CO (methanol). Conditions: time 24 hour. Yields the product S([C@H]1[C@H](O)[C@@H](O)[C@H](O)CS1)C1=CC=C(C=C1)N (4-aminophenyl 1,5-dithio-β-D-xylopyranoside). The yield is 45.7%. Reaction SMILES: [S:1]([C:11]1[CH:16]=[CH:15][C:14]([N+:17]([O-])=O)=[CH:13][CH:12]=1)[C@@H:2]1[S:10][CH2:9][C@@H:7]([OH:8])[C@H:5]([OH:6])[C@H:3]1[OH:4]>CO.[Pd]>[S:1]([C:11]1[CH:12]=[CH:13][C:14]([NH2:17])=[CH:15][CH:16]=1)[C@@H:2]1[S:10][CH2:9][C@@H:7]([OH:8])[C@H:5]([OH:6])[C@H:3]1[OH:4]. Reported procedure: 170 mg of 10% palladium-on-charcoal are added to a solution of 1.7 g (5.61.10-3 mol) of 4-nitrophenyl 1,5-dithio-β-D-xylopyranoside in 150 ml of methanol. The reaction medium is kept under hydrogen pressure (3.5.105Pa) at room temperature for 3 days. Repeat amounts of 170 mg of 10% palladium-on-charcoal are added after stirring for 3 hours, 4 hours, 12 hours and 24 hours. The mixture obtained is filtered, the solvent is evaporated off under reduced pressure and the residue obtained is purified b... The reactants are [Br-], C[Si](C)(C)Cl, C[SiH](C)O[SiH](C)C, CC#N, COc1ccc(C=O)cc1OC1CCCC1, [Li+], N#C[Na], O. Product: COc1ccc(CC#N)cc1OC1CCCC1. RXN SMILES: [Br-:18].[CH3:19][Si:20]([Cl:21])([CH3:22])[CH3:23].[CH3:24][SiH:25]([CH3:26])[O:27][SiH:28]([CH3:29])[CH3:30].[CH3:34][C:35]#[N:36].[CH:1]1([O:6][c:7]2[cH:8][c:9]([CH:10]=[O:11])[cH:12][cH:13][c:14]2[O:15][CH3:16])[CH2:2][CH2:3][CH2:4][CH2:5]1.[Li+:17].[Na:31][C:32]#[N:33].[OH2:37]>>[CH:1]1([O:6][c:7]2[cH:8][c:9]([CH2:10][C:32]#[N:33])[cH:12][cH:13][c:14]2[O:15][CH3:16])[CH2:2][CH2:3][CH2:4][CH2:5]1. Reactants: C(C1=CC=CC=C1)OC1=C2N(C(=NC1=O)CC1=NC=CC=C1C1=CC=CC=C1)CCN(C2=O)C(C)C (9-benzyloxy-2-isopropyl-6-(3-phenyl-pyridin-2-ylmethyl)-3,4-dihydro-2H-pyrazino[1,2-c]pyrimidine-1,8-dione), C(C1=CC=CC=C1)OC=1C(=NC(=NC1O)C1=NC=CC=C1)C(=O)N(C(C)C)CCO (5-benzyloxy-6-hydroxy-N-(2-hydroxyethyl)-N-isopropyl-2-(2-pyridyl)pyrimidine-4-carboxamide). The product is C(C1=CC=CC=C1)OC=1C2N(C(=NC1O)C1=NC=CC=C1)CCN(C2=O)C(C)C (9-Benzyloxy-8-hydroxy-2-isopropyl-6-(2-pyridyl)-4,9a-dihydro-3H-pyrazino[1,2-c]pyrimidin-1-one). RXN SMILES: C(OC1C(=O)N=C(CC2C(C3C=CC=CC=3)=CC=CN=2)N2CCN(C(C)C)C(=O)C=12)C1C=CC=CC=1.[CH2:37]([O:44][C:45]1[C:46]([C:58]([N:60]([CH2:64][CH2:65]O)[CH:61]([CH3:63])[CH3:62])=[O:59])=[N:47][C:48]([C:52]2[CH:57]=[CH:56][CH:55]=[CH:54][N:53]=2)=[N:49][C:50]=1[OH:51])[C:38]1[CH:43]=[CH:42][CH:41]=[CH:40][CH:39]=1>>[CH2:37]([O:44][C:45]1[CH:46]2[C:58](=[O:59])[N:60]([CH:61]([CH3:62])[CH3:63])[CH2:64][CH2:65][N:47]2[C:48]([C:52]2[CH:57]=[CH:56][CH:55]=[CH:54][N:53]=2)=[N:49][C:50]=1[OH:51])[C:38]1[CH:39]=[CH:40][CH:41]=[CH:42][CH:43]=1. Procedure: The title compound was prepared in analogy to (167) from 5-benzyloxy-6-hydroxy-N-(2-hydroxyethyl)-N-isopropyl-2-(2-pyridyl)pyrimidine-4-carboxamide (194) as a light yellow gum. Starting materials: ClC=1C=CC(N(N1)CCOC1=CC=NC2=CC(=CC=C12)OC)=O (6-chloro-2-(2-(7-methoxyquinolin-4-yloxy)ethyl)pyridazin-3(2H)-one), ClC1=C(C=CC(=C1)B1OC(C(O1)(C)C)(C)C)[C@@H](C(F)(F)F)N[S@](=O)C(C)(C)C ((R)—N—((S)-1-(2-chloro-4-(4,4,5,5-tetramethyl-1,3,2-dioxaborolan-2-yl)phenyl)-2,2,2-trifluoroethyl)-2-methylpropane-2-sulfinamide), C([O-])([O-])=O.[Cs+].[Cs+] (cesium carbonate). The reagents and catalysts are C1=CC=C(C=C1)[PH+](C2=CC=CC=C2)[C]3[CH][CH][CH][CH]3.C1=CC=C(C=C1)[PH+](C2=CC=CC=C2)[C]3[CH][CH][CH][CH]3.C(Cl)Cl.Cl[Pd]Cl.[Fe] (dichloro[1,1′bis(diphenylphoshino)ferrocene]palladium(II) dichloromethane adduct). Run in O1CCOCC1 (1,4-dioxane), O (water). Reaction conditions: temperature 90 celsius, time 2 hour. The product is ClC1=C(C=CC(=C1)C1=NN(C(C=C1)=O)CCOC1=CC=NC2=CC(=CC=C12)OC)[C@@H](C(F)(F)F)N[S@](=O)C(C)(C)C ((R)-N-((S)-1-(2-Chloro-4-(1-(2-(7-methoxyquinolin-4-yloxy)ethyl)-6-oxo-1,6-dihydropyridazin-3-yl)phenyl)-2,2,2-trifluoroethyl)-2-methylpropane-2-sulfinamide). RXN SMILES: Cl[C:2]1[CH:3]=[CH:4][C:5](=[O:23])[N:6]([CH2:8][CH2:9][O:10][C:11]2[C:20]3[C:15](=[CH:16][C:17]([O:21][CH3:22])=[CH:18][CH:19]=3)[N:14]=[CH:13][CH:12]=2)[N:7]=1.[Cl:24][C:25]1[CH:30]=[C:29](B2OC(C)(C)C(C)(C)O2)[CH:28]=[CH:27][C:26]=1[C@H:40]([NH:45][S@@:46]([C:48]([CH3:51])([CH3:50])[CH3:49])=[O:47])[C:41]([F:44])([F:43])[F:42].C(=O)([O-])[O-].[Cs+].[Cs+]>O1CCOCC1.O.C1C=CC([PH+]([C]2[CH][CH][CH][CH]2)C2C=CC=CC=2)=CC=1.C1C=CC([PH+]([C]2[CH][CH][CH][CH]2)C2C=CC=CC=2)=CC=1.C(Cl)Cl.Cl[Pd]Cl.[Fe]>[Cl:24][C:25]1[CH:30]=[C:29]([C:2]2[CH:3]=[CH:4][C:5](=[O:23])[N:6]([CH2:8][CH2:9][O:10][C:11]3[C:20]4[C:15](=[CH:16][C:17]([O:21][CH3:22])=[CH:18][CH:19]=4)[N:14]=[CH:13][CH:12]=3)[N:7]=2)[CH:28]=[CH:27][C:26]=1[C@H:40]([NH:45][S@@:46]([C:48]([CH3:51])([CH3:50])[CH3:49])=[O:47])[C:41]([F:44])([F:43])[F:42] |f:2.3.4,7.8.9.10.11,^1:69,70,71,72,73,87,88,89,90,91|. Reported procedure: A suspension of 6-chloro-2-(2-(7-methoxyquinolin-4-yloxy)ethyl)pyridazin-3(2H)-one (255 mg, 769 μmol), (R)—N—((S)-1-(2-chloro-4-(4,4,5,5-tetramethyl-1,3,2-dioxaborolan-2-yl)phenyl)-2,2,2-trifluoroethyl)-2-methylpropane-2-sulfinamide (260 mg, 591 μmol), dichloro[1,1′bis(diphenylphoshino)ferrocene]palladium(II) dichloromethane adduct (43.3 mg, 59.1 μmol), cesium carbonate (771 mg, 2365 μmol) in 1,4-dioxane (3 mL) and water (0.75 mL) was sparged with argon for 5 minutes then heated to 90° C. with s... Reactants: C (charcoal), [N+](=O)([O-])C=1C=C(C=CC1)O (m-nitrophenol), ClCCO (2-chloroethanol), C([O-])([O-])=O.[K+].[K+] (potassium carbonate). The solvent is C(C)C(=O)C (methyl ethyl ketone), CO (methanol). Conditions: time 8 hour. Yields the product [N+](=O)([O-])C=1C=C(OCCO)C=CC1 (2-(3-Nitrophenoxy)ethanol). Reaction SMILES: [N+:1]([C:4]1[CH:5]=[C:6]([OH:10])[CH:7]=[CH:8][CH:9]=1)([O-:3])=[O:2].Cl[CH2:12][CH2:13][OH:14].C(=O)([O-])[O-].[K+].[K+].C>C(C(C)=O)C.CO>[N+:1]([C:4]1[CH:5]=[C:6]([CH:7]=[CH:8][CH:9]=1)[O:10][CH2:12][CH2:13][OH:14])([O-:3])=[O:2] |f:2.3.4|. Procedure: A mixture of m-nitrophenol (28 g, 0.2 mole), 2-chloroethanol (53.6 ml, 0.8 mole), and potassium carbonate (110.4 g, 0.8 mole) in 300 ml methyl ethyl ketone was kept at reflux temperature with stirring overnight. The solid was filtered and dissolved in water. The filtrate was concentrated and some wolid was crystallized from 2-propanol/isopropyl ether. This light-brown solid was collected and weighed 22.78 g (62%). The mother liquor was concentrated and redissolved in toluene/ethyl acetate and ex... Starting materials: CCOC(=O)C=P(c1ccccc1)(c1ccccc1)c1ccccc1, CC1(CCCn2cc(C=O)c3ccccc32)OCCO1, Cc1ccccc1. Product: CCOC(=O)C=Cc1cn(CCCC2(C)OCCO2)c2ccccc12. Reaction SMILES: [C:21](=[O:22])([O:23][CH2:24][CH3:25])[CH:26]=[P:27]([c:28]1[cH:29][cH:30][cH:31][cH:32][cH:33]1)([c:34]1[cH:35][cH:36][cH:37][cH:38][cH:39]1)[c:40]1[cH:41][cH:42][cH:43][cH:44][cH:45]1.[CH3:1][C:2]1([CH2:7][CH2:8][CH2:9][n:10]2[cH:11][c:12]([CH:19]=[O:20])[c:13]3[cH:14][cH:15][cH:16][cH:17][c:18]23)[O:3][CH2:4][CH2:5][O:6]1.[CH3:46][c:47]1[cH:48][cH:49][cH:50][cH:51][cH:52]1>>[CH3:1][C:2]1([CH2:7][CH2:8][CH2:9][n:10]2[cH:11][c:12]([CH:19]=[CH:26][C:21](=[O:22])[O:23][CH2:24][CH3:25])[c:13]3[cH:14][cH:15][cH:16][cH:17][c:18]23)[O:3][CH2:4][CH2:5][O:6]1.